Dataset: the Open Reaction Database (ORD), a public repository of structured organic reaction records. Task: describe an organic reaction: reactants, conditions, products, and yield The yield is 82.4%. As a reaction SMILES: [Br:1][C:2]1[CH:3]=[CH:4][C:5]([C:8]([OH:10])=O)=[N:6][CH:7]=1.[CH3:11][C:12]1[C:13]([N:19]2[CH2:24][CH2:23][NH:22][CH2:21][CH2:20]2)=[N:14][CH:15]=[C:16]([CH3:18])[CH:17]=1>>[Br:1][C:2]1[CH:3]=[CH:4][C:5]([C:8]([N:22]2[CH2:23][CH2:24][N:19]([C:13]3[C:12]([CH3:11])=[CH:17][C:16]([CH3:18])=[CH:15][N:14]=3)[CH2:20][CH2:21]2)=[O:10])=[N:6][CH:7]=1. Product: BrC=1C=CC(=NC1)C(=O)N1CCN(CC1)C1=NC=C(C=C1C)C ((5-bromopyridin-2-yl)[4-(3,5-dimethylpyridin-2-yl)piperazin-1-yl]methanone). Procedure: By reaction and treatment in the same manner as in Preparation Example 60 and using 5-bromo-2-picolinic acid (5.0 g) and 1-(3,5-dimethylpyridin-2-yl)piperazine (4.7 g) described in Preparation Example 47, the title compound (7.6 g) was obtained. Reactants: BrC=1C=CC(=NC1)C(=O)O (5-bromo-2-picolinic acid), CC=1C(=NC=C(C1)C)N1CCNCC1 (1-(3,5-dimethylpyridin-2-yl)piperazine). Reaction conditions: time 4 hour. Reactants: C(=O)O (formic acid), C(C)(=O)OC(C)=O (acetic anhydride), ClC1=CC=C(C=C1)NN=CC1=CC=CC=C1 (benzaldehyde-p-chlorophenylhydrazone). Procedure: 6.91 g of 1A was dissolved in 37.5 ml of dry 1,2-dimethoxyethane and treated with 4.5 g of distilled mixed anhydride of formic acid and acetic acid prepared by mixing the appropriate amount of formic acid and acetic anhydride. The resulting mixture was left for 4 hours at room temperature and then heated up to boiling point and excess solvent removed in vacuo. The residue was triturated with 5% sodium bicarbonate solution, dried and crystallized from methanol to give 1, mp 122°-123° C. The product is C(=O)N(N=CC1=CC=CC=C1)C1=CC=C(C=C1)Cl (Benzaldehyde-N-formyl-p-chlorophenylhydrazone). Reaction SMILES: [Cl:1][C:2]1[CH:7]=[CH:6][C:5]([NH:8][N:9]=[CH:10][C:11]2[CH:16]=[CH:15][CH:14]=[CH:13][CH:12]=2)=[CH:4][CH:3]=1.[CH:17](O)=[O:18].C(OC(=O)C)(=O)C>COCCOC>[CH:17]([N:8]([C:5]1[CH:4]=[CH:3][C:2]([Cl:1])=[CH:7][CH:6]=1)[N:9]=[CH:10][C:11]1[CH:12]=[CH:13][CH:14]=[CH:15][CH:16]=1)=[O:18]. Solvent: COCCOC (1,2-dimethoxyethane).